From a dataset of the Open Reaction Database (ORD), a public repository of structured organic reaction records. describe an organic reaction: reactants, conditions, products, and yield Reaction SMILES: [F:1][C:2]1[CH:3]=[CH:4][C:5]([O:32][CH3:33])=[C:6]([C:8]([CH3:31])([CH3:30])[CH2:9][C:10]([C:26]([F:29])([F:28])[F:27])([OH:25])[C:11](=[N:13][C:14]2[CH:23]=[CH:22][CH:21]=[C:20]3[C:15]=2[CH:16]=[CH:17][C:18]([CH3:24])=[N:19]3)[CH3:12])[CH:7]=1.C(O)C.[BH4-].[Na+].[Na+].[Cl-]>O1CCCC1.[Ti]>[F:1][C:2]1[CH:3]=[CH:4][C:5]([O:32][CH3:33])=[C:6]([C:8]([CH3:30])([CH3:31])[CH2:9][C:10]([C:26]([F:27])([F:28])[F:29])([OH:25])[CH:11]([NH:13][C:14]2[CH:23]=[CH:22][CH:21]=[C:20]3[C:15]=2[CH:16]=[CH:17][C:18]([CH3:24])=[N:19]3)[CH3:12])[CH:7]=1 |f:2.3,4.5|. Reagents/catalysts: [Ti] (titanium). Reported procedure: 231 mg (0.5 mmol) of 5-(5-fluoro-2-methoxyphenyl)-5-methyl-2-(2-methylquinolin-5-ylimino)-3-(trifluoromethyl)hexan-3-ol is mixed in 10 ml of tetrahydrofuran and 4 ml of ethanol with 0.21 ml (1 mmol) of titanium tetraethylate. Then, 875 mg (23.1 mmol) of sodium borohydride is added in portions within 4 days at a reaction temperature of 65° C. The reaction mixture is mixed with 20 ml of saturated NaCl solution after cooling to room temperature, stirred for 1 hour at room temperature, filtered on C... Reactants: C(C)O (ethanol), [Na+].[Cl-] (NaCl), FC=1C=CC(=C(C1)C(CC(C(C)=NC1=C2C=CC(=NC2=CC=C1)C)(O)C(F)(F)F)(C)C)OC (5-(5-fluoro-2-methoxyphenyl)-5-methyl-2-(2-methylquinolin-5-ylimino)-3-(trifluoromethyl)hexan-3-ol), [BH4-].[Na+] (sodium borohydride). Yields the product FC=1C=CC(=C(C1)C(CC(C(C)NC1=C2C=CC(=NC2=CC=C1)C)(O)C(F)(F)F)(C)C)OC (5-(5-Fluoro-2-methoxyphenyl)-5-methyl-2-(2-methylquinolin-5-ylamino)-3-(trifluoromethyl)hexan-3-ol). The yield is 29.3%. The solvent is O1CCCC1 (tetrahydrofuran). Conditions: time 1 hour. The reactants are C1(CCCCC1)N(C(=O)N1C=NC(=C1)C1=CC(=C(C=C1)OC)[N+](=O)[O-])C (N-cyclohexyl-4-(4-methoxy-3-nitrophenyl)-N-methyl-1H-imidazole-1-carboxamide). The reagents and catalysts are [Pd] (Palladium on carbon). Run in C(C)(=O)OCC (ethyl acetate), CO (methanol). Yields the product NC=1C=C(C=CC1OC)C=1N=CN(C1)C(=O)N(C)C1CCCCC1 (4-(3-amino-4-methoxyphenyl)-N-cyclohexyl-N-methyl-1H-imidazole-1-carboxamide). As a reaction SMILES: [CH:1]1([N:7]([CH3:26])[C:8]([N:10]2[CH:14]=[C:13]([C:15]3[CH:20]=[CH:19][C:18]([O:21][CH3:22])=[C:17]([N+:23]([O-])=O)[CH:16]=3)[N:12]=[CH:11]2)=[O:9])[CH2:6][CH2:5][CH2:4][CH2:3][CH2:2]1>[Pd].C(OCC)(=O)C.CO>[NH2:23][C:17]1[CH:16]=[C:15]([C:13]2[N:12]=[CH:11][N:10]([C:8]([N:7]([CH:1]3[CH2:6][CH2:5][CH2:4][CH2:3][CH2:2]3)[CH3:26])=[O:9])[CH:14]=2)[CH:20]=[CH:19][C:18]=1[O:21][CH3:22]. Reported procedure: 10% Palladium on carbon (0.16 g, 0.15 mmol) was added to a stirred solution of N-cyclohexyl-4-(4-methoxy-3-nitrophenyl)-N-methyl-1H-imidazole-1-carboxamide (1.075 g, 3 mmol) in a mixture of ethyl acetate (50 mL) and methanol (50 mL) at room temperature under an argon atmosphere. Hydrogen was bubbled through the solution for 1 h. The solution was then filtered through celite and the pad was washed with ethyl acetate. The combined filtrate was evaporated to give a brown oily solid that was used in... Reactants: ice water, [Na] (sodium), S1(=O)(=O)NC(=O)C2=CC=CC=C12 (saccharin), C1(=CC=CC=C1)N1N=NN(C1=S)CCl (1-phenyl-4-chloromethyl-tetrazolin-5-thione). Run in CN(C)C=O (DMF). Yields the product C1(=CC=CC=C1)N1N=NN(C1=S)CN1S(=O)(=O)C2=CC=CC=C2C1=O (2-(1-phenyl-5-thioxotetrazolin-4-ylmethyl) saccharin). The yield is 58.0%. RXN SMILES: [Na].[S:2]1([C:13]2[C:8](=[CH:9][CH:10]=[CH:11][CH:12]=2)[C:6](=[O:7])[NH:5]1)(=[O:4])=[O:3].[C:14]1([N:20]2[C:24](=[S:25])[N:23]([CH2:26]Cl)[N:22]=[N:21]2)[CH:19]=[CH:18][CH:17]=[CH:16][CH:15]=1>CN(C=O)C>[C:14]1([N:20]2[C:24](=[S:25])[N:23]([CH2:26][N:5]3[C:6](=[O:7])[C:8]4[C:13](=[CH:12][CH:11]=[CH:10][CH:9]=4)[S:2]3(=[O:3])=[O:4])[N:22]=[N:21]2)[CH:15]=[CH:16][CH:17]=[CH:18][CH:19]=1 |^1:0|. Reported procedure: A solution of 4.53 g (0.022 mol) of the sodium salt of saccharin and 5 g (0.022 mol) of 1-phenyl-4-chloromethyl-tetrazolin-5-thione in 50 ml of DMF was heated at 130° for four hours, then cooled and poured into ice water. The solid which separated was collected, washed with water, dried and chromatographed on silica gel, eluting with MDC, to give 4.8 g (58%) of 2-(1-phenyl-5-thioxotetrazolin-4-ylmethyl) saccharin, mp 140°-142° C.